This data is from the Open Reaction Database (ORD), a public repository of structured organic reaction records. The task is: describe an organic reaction: reactants, conditions, products, and yield Run in C1CCOC1 (THF). RXN SMILES: [Cl:1][C:2]1[CH:3]=[CH:4][C:5]([O:18][CH:19]2[CH2:21][CH2:20]2)=[C:6]([C:8]2[C:12]([C:13]([O:15][CH2:16][CH3:17])=[O:14])=[CH:11][NH:10][N:9]=2)[CH:7]=1.[H-].[Na+].[CH3:24][Si:25]([CH2:28][CH2:29][O:30][CH2:31]Cl)([CH3:27])[CH3:26]>C1COCC1>[Cl:1][C:2]1[CH:3]=[CH:4][C:5]([O:18][CH:19]2[CH2:21][CH2:20]2)=[C:6]([C:8]2[N:9]([CH2:31][O:30][CH2:29][CH2:28][Si:25]([CH3:27])([CH3:26])[CH3:24])[N:10]=[CH:11][C:12]=2[C:13]([O:15][CH2:16][CH3:17])=[O:14])[CH:7]=1 |f:1.2|. Starting materials: ClC=1C=CC(=C(C1)C1=NNC=C1C(=O)OCC)OC1CC1 (ethyl 3-(5-chloro-2-cyclopropoxyphenyl)-1H-pyrazole-4-carboxylate), [H-].[Na+] (sodium hydride), oil, C[Si](C)(C)CCOCCl (SEMCl). Reported procedure: To a solution of ethyl 3-(5-chloro-2-cyclopropoxyphenyl)-1H-pyrazole-4-carboxylate (12 g, 39 mmol) in THF (200 mL) was added 60% sodium hydride in mineral oil (1.72 g, 43 mmol) and the reaction mixture was stirred for 10 min. SEMCl (7.2 g, 43 mmol) was added and the reaction mixture was stirred at room temperature overnight. The mixture was quenched with ice-water and extracted with EtOAc (300 mL×2). The combined organics were dried over sodium sulfate and concentrated in vacuo afford 16 g of th... Yield: 93.9%. Conditions: time 10 minute. The product is ClC=1C=CC(=C(C1)C1=C(C=NN1COCC[Si](C)(C)C)C(=O)OCC)OC1CC1 (ethyl 5-(5-chloro-2-cyclopropoxyphenyl)-1-((2-(trimethylsilyl)ethoxy)methyl)-1H-pyrazole-4-carboxylate). Starting materials: FC1=CC=C(C#N)C=C1 (4-fluorobenzonitrile), C(=O)(O)[O-].[Na+] (NaHCO3), C[Si](C)(C)[N-][Si](C)(C)C.[K+] (KHMDS), C1(CC1)C#N (Cyclopropanecarbonitrile), CCOC(=O)C (EtOAc). Run in C1CCOC1 (THF), C1CCOC1 (THF), heptanes. Conditions: temperature -40 celsius, time 30 minute. Yields the product C(#N)C1(CC1)C1=CC=C(C#N)C=C1 (4-(1-cyanocyclopropyl)benzonitrile). Reaction SMILES: C[Si]([N-][Si](C)(C)C)(C)C.[K+].[CH:11]1([C:14]#[N:15])[CH2:13][CH2:12]1.F[C:17]1[CH:24]=[CH:23][C:20]([C:21]#[N:22])=[CH:19][CH:18]=1.C([O-])(O)=O.[Na+].CCOC(C)=O>C1COCC1>[C:14]([C:11]1([C:17]2[CH:24]=[CH:23][C:20]([C:21]#[N:22])=[CH:19][CH:18]=2)[CH2:13][CH2:12]1)#[N:15] |f:0.1,4.5|. Reported procedure: Solid KHMDS (6.82 g, 34.3 mmol) is dissolved in THF (60.0 mL) and cooled to −40° C. Cyclopropanecarbonitrile (2.30 g, 34.3 mmol) is added, and the resulting solution is stirred for 30 minutes. A solution of 4-fluorobenzonitrile (4.15 g, 34.3 mmol) in THF (20.0 mL) is added, and the mixture is stirred for 20 minutes at −40° C. followed by 2 hours at room temperature. A saturated solution of NaHCO3 (50.0 mL) is added, and the aqueous phase is extracted with EtOAc (4×40.0 mL). The combined organic ... The reactants are solution, 3-chloro-6-methylene-2-methyloctadiene-1,7, CuBr·(CH3)2S, ClCl (chlorine), CC(CCBr)CCCC(C)C (3,7-dimethyloctyl bromide), [Mg] (magnesium), C(CBr)Br (ethylene dibromide). The solvent is O1CCCC1 (tetrahydrofuran), O1CCCC1 (tetrahydrofuran), O1CCCC1 (tetrahydrofuran). Reaction conditions: temperature 5 celsius, time 30 minute. Product: CC(CC[Mg]Br)CCCC(C)C (3,7-dimethyloctylmagnesium bromide). RXN SMILES: [CH3:1][CH:2]([CH2:6][CH2:7][CH2:8][CH:9]([CH3:11])[CH3:10])[CH2:3][CH2:4]Br.[Mg:12].C(Br)C[Br:15].ClCl>O1CCCC1>[CH3:1][CH:2]([CH2:6][CH2:7][CH2:8][CH:9]([CH3:10])[CH3:11])[CH2:3][CH2:4][Mg:12][Br:15]. Procedure details: A tetrahydrofuran solution of 3,7-dimethyloctylmagnesium bromide was prepared from 6.64 g (0.03 mol) of 3,7-dimethyloctyl bromide, 0.73 g of metallic magnesium, 50 ml of tetrahydrofuran and 3 droplets of ethylene dibromide in a similar manner to that described in Example 1 and cooled to 5° C., followed by the addition of 0.6 g (0.003 mol) of CuBr·(CH3)2S. The obtained mixture was stirred at that temperature for 30 minutes. 50 ml of a solution of 3.4 g (0.02 mol) of 3-chloro-6-methylene-2-methylo... Reactants: C(C)=O (acetaldehyde), C(C)(=O)O (acetic acid), C(C)(C)(C)OC(NN1C(C2=C(C=CC=C2C(=C1C)Br)F)=O)=O ((4-bromo-8-fluoro-3-methyl-1-oxo-1H-isoquinolin-2-yl)-carbamic acid tert-butyl ester), C(#N)[BH3-].[Na+] (sodium cyanoborohydride). The solvent is FC(C(=O)O)(F)F (trifluoroacetic acid), [OH-].[K+] (KOH). Conditions: time 90 minute. Yields the product BrC1=C(N(C(C2=C(C=CC=C12)F)=O)NCC)C (4-Bromo-2-ethylamino-8-fluoro-3-methyl-2H-isoquinolin-1-one). Isolated yield 24.8%. As a reaction SMILES: C(O[C:6](=O)[NH:7][N:8]1[C:17]([CH3:18])=[C:16]([Br:19])[C:15]2[C:10](=[C:11]([F:20])[CH:12]=[CH:13][CH:14]=2)[C:9]1=[O:21])(C)(C)C.[CH:23](=O)C.C([BH3-])#N.[Na+].C(O)(=O)C>FC(F)(F)C(O)=O.[OH-].[K+]>[Br:19][C:16]1[C:15]2[C:10](=[C:11]([F:20])[CH:12]=[CH:13][CH:14]=2)[C:9](=[O:21])[N:8]([NH:7][CH2:6][CH3:23])[C:17]=1[CH3:18] |f:2.3,6.7|. Reported procedure: A solution of (4-bromo-8-fluoro-3-methyl-1-oxo-1H-isoquinolin-2-yl)-carbamic acid tert-butyl ester (100.0 mg, 0.2694 mmol) in trifluoroacetic acid (1 mL) was stirred at r.t. for 40 min and evaporated. LC-MS 07-07-2008 12-11-51.wiff:ca 2:1 mixture of the desired intermediate 2-amino-4-bromo-8-fluoro-3-methyl-2H-isoquinolin-1-one [B] (tR=1.01, m/z MH+271.3 & 273.3) and presumably its trifluoroacetyl derivative (tR=1.19, m/z MH+ 367.2 & 369.2). Alternatively, deprotection of BOC group was successfu... Reactants: NN1C(C2=CC=CC=C2C(=N1)C(C)C)=O (2-amino-4-isopropylphthalazin-1(2H)-one), CC12CC3(CC(CC(C1)(C3)C)C2)CC(=O)O (2-(3,5-dimethyl-1-adamantyl)acetic acid). Yields the product CC12CC3(CC(CC(C1)(C3)C)C2)CC(=O)NN2C(C3=CC=CC=C3C(=N2)C(C)C)=O (2-[3,5-dimethyl-1-adamantyl]-N-(4-isopropyl-1-oxophthalazin-2(1H)-yl)acetamide). RXN SMILES: [NH2:1][N:2]1[N:11]=[C:10]([CH:12]([CH3:14])[CH3:13])[C:9]2[C:4](=[CH:5][CH:6]=[CH:7][CH:8]=2)[C:3]1=[O:15].[CH3:16][C:17]12[CH2:27][CH:21]3[CH2:22][C:23]([CH3:26])([CH2:25][C:19]([CH2:28][C:29](O)=[O:30])([CH2:20]3)[CH2:18]1)[CH2:24]2>>[CH3:26][C:23]12[CH2:22][CH:21]3[CH2:27][C:17]([CH3:16])([CH2:18][C:19]([CH2:28][C:29]([NH:1][N:2]4[N:11]=[C:10]([CH:12]([CH3:13])[CH3:14])[C:9]5[C:4](=[CH:5][CH:6]=[CH:7][CH:8]=5)[C:3]4=[O:15])=[O:30])([CH2:20]3)[CH2:25]1)[CH2:24]2. Procedure details: The product from Example 1B and 2-(3,5-dimethyl-1-adamantyl)acetic acid were processed using the method described in Example 17C to afford the title compound. 1H NMR (500 MHz, DMSO-d6) δ ppm 0.81 (s, 6H) 0.98-1.20 (m, 2H) 1.20-1.42 (m, 14H) 1.52 (s, 2H) 1.98-2.14 (m, 3H) 3.49-3.73 (m, 1H) 7.89 (t, J=7.48 Hz, 1H) 7.95-8.04 (m, 1H) 8.11 (d, J=8.24 Hz, 1H) 8.34 (d, J=6.71 Hz, 1H) 11.12 (s, 1H); MS (ESI) m/z 408 (M+H)+.